This data is from the Open Reaction Database (ORD), a public repository of structured organic reaction records. The task is: describe an organic reaction: reactants, conditions, products, and yield Starting materials: Cl (hydrochloric acid), ClC1=C(OC(C(=O)OCC)C)C=CC(=C1C)Cl (ethyl 2-(2,4-dichloro-3-methylphenoxy)propionate), ice water. Run in C(C)(=O)O (acetic acid). Conditions: temperature 100 celsius, time 40 minute. Product: ClC1=C(OC(C(=O)O)C)C=CC(=C1C)Cl (2-(2,4-dichloro-3-methylphenoxy)-propionic acid). Isolated yield 86.7%. RXN SMILES: [Cl:1][C:2]1[C:15]([CH3:16])=[C:14]([Cl:17])[CH:13]=[CH:12][C:3]=1[O:4][CH:5]([CH3:11])[C:6]([O:8]CC)=[O:7].Cl>C(O)(=O)C>[Cl:1][C:2]1[C:15]([CH3:16])=[C:14]([Cl:17])[CH:13]=[CH:12][C:3]=1[O:4][CH:5]([CH3:11])[C:6]([OH:8])=[O:7]. Procedure: In 100 ml of ethanol was dissolved 10.0 g. (0.05 mole) of sodium 2,4-dichloro-3-methylphenolate. With stirring at room temperature, 9.1 g (0.05 mole) of ethyl 2-bromopropionate was added. The mixture was heated under relfux for 4 hours. The ethanol was distilled off under reduced pressure, and the residue was extracted with 50 ml of diethyl ether. The ethereal layer was washed with 25 ml of a 5% aqueous solution of sodium hydroxide and 25 ml of water, and dried over anyhdrous magnesium sulfate. ... Reactants: C(CCC)[Li] (n-butyllithium), solution, C1(=CC=CC=C1)CCN1CCC(CC1)C=O (1-(2-phenylethyl)-4-piperidinecarboxaldehyde), BrC=1C2=C(SC1)C=CC=C2 (3-bromobenzo[b]thiophene). The solvent is C(C)OCC (ethyl ether), CCCCCC (hexane), C(C)OCC (ethyl ether), C(C)OCC (ethyl ether). Run at temperature -78 celsius, time 30 minute. Product: C1(=CC=CC=C1)CCN1CCC(CC1)C(O)C=1C2=C(SC1)C=CC=C2 (α-[1-(2-Phenylethyl)-4-piperidinyl]-3-benzo[b]thiophenemethanol). Reaction SMILES: C([Li])CCC.Br[C:7]1[C:8]2[CH:15]=[CH:14][CH:13]=[CH:12][C:9]=2[S:10][CH:11]=1.[C:16]1([CH2:22][CH2:23][N:24]2[CH2:29][CH2:28][CH:27]([CH:30]=[O:31])[CH2:26][CH2:25]2)[CH:21]=[CH:20][CH:19]=[CH:18][CH:17]=1>CCCCCC.C(OCC)C>[C:16]1([CH2:22][CH2:23][N:24]2[CH2:29][CH2:28][CH:27]([CH:30]([C:7]3[C:8]4[CH:15]=[CH:14][CH:13]=[CH:12][C:9]=4[S:10][CH:11]=3)[OH:31])[CH2:26][CH2:25]2)[CH:17]=[CH:18][CH:19]=[CH:20][CH:21]=1. Procedure details: Dissolve n-butyllithium (9.4 mL of a 2.5M solution in hexane, 23.46 mmol) in anhydrous ethyl ether (100 mL), place under an argon atmosphere and cool to -78° C. Add, by dropwise addition, a solution of 3-bromobenzo[b]thiophene (5.0 g, 23.46 mmol) in anhydrous ethyl ether (50 mL). Stir at -78° C. for 30 minutes then add, by dropwise addition, a solution of 1-(2-phenylethyl)-4-piperidinecarboxaldehyde (5.10 g, 23.46 mmol) in anhydrous ethyl ether (50 mL). Stir for 5 hours at -78° C., remove the ic... Reactants: C[O-], Cc1ccccc1, Clc1ccc2c(Cl)cc(Cl)nc2c1, [Na+]. The product is COc1cc(Cl)c2ccc(Cl)cc2n1. Reaction SMILES: [CH3:14][O-:15].[CH3:17][c:18]1[cH:19][cH:20][cH:21][cH:22][cH:23]1.[Cl:1][c:2]1[n:3][c:4]2[cH:5][c:6]([Cl:13])[cH:7][cH:8][c:9]2[c:10]([Cl:12])[cH:11]1.[Na+:16]>>[c:2]1([O:15][CH3:14])[n:3][c:4]2[cH:5][c:6]([Cl:13])[cH:7][cH:8][c:9]2[c:10]([Cl:12])[cH:11]1. The reactants are compound [ 4-6 ], FC1=CC(=C(CBr)C=C1)C(F)(F)F (4-fluoro-2-(trifluoromethyl)benzyl bromide), C(C1=CC=CC=C1)N1C=CC2=CC=C(C=C12)CC(=O)O (2-(1-benzyl-1H-indole-6-yl)acetic acid). Yields the product FC1=CC(=C(CN2C=CC3=CC=C(C=C23)CC(=O)O)C=C1)C(F)(F)F (2-{1-[4-fluoro-2-(trifluoromethyl)benzyl]-1H-indole-6-yl}acetic acid), C(C1=CC=CC=C1)N1C=CC2=CC=C(C=C12)CC(=O)O (2-(1-benzyl-1H-indole-6-yl)acetic acid). Reaction SMILES: [F:1][C:2]1[CH:9]=[CH:8][C:5]([CH2:6]Br)=[C:4]([C:10]([F:13])([F:12])[F:11])[CH:3]=1.[CH2:14]([N:21]1[C:29]2[C:24](=[CH:25][CH:26]=[C:27]([CH2:30][C:31]([OH:33])=[O:32])[CH:28]=2)[CH:23]=[CH:22]1)[C:15]1[CH:20]=[CH:19][CH:18]=[CH:17][CH:16]=1>>[F:1][C:2]1[CH:9]=[CH:8][C:5]([CH2:6][N:21]2[C:29]3[C:24](=[CH:25][CH:26]=[C:27]([CH2:30][C:31]([OH:33])=[O:32])[CH:28]=3)[CH:23]=[CH:22]2)=[C:4]([C:10]([F:13])([F:12])[F:11])[CH:3]=1.[CH2:14]([N:21]1[C:29]2[C:24](=[CH:25][CH:26]=[C:27]([CH2:30][C:31]([OH:33])=[O:32])[CH:28]=2)[CH:23]=[CH:22]1)[C:15]1[CH:16]=[CH:17][CH:18]=[CH:19][CH:20]=1. Reported procedure: The titled compound (36 mg) as a reddish brown solid was prepared from the compound [4-6] obtained in the process (6) of Example 4 (100 mg) and 4-fluoro-2-(trifluoromethyl)benzyl bromide according to the method of the process (7) of Example 4.